Dataset: the Open Reaction Database (ORD), a public repository of structured organic reaction records. Task: describe an organic reaction: reactants, conditions, products, and yield Reactants: CCOCC, S=C=NCCCl, NC1CCc2c(Cl)cccc21. The product is Clc1cccc2c1CCC2NC1=NCCS1. Reaction SMILES: [CH3:18][CH2:19][O:20][CH2:21][CH3:22].[Cl:12][CH2:13][CH2:14][N:15]=[C:16]=[S:17].[Cl:1][c:2]1[c:3]2[c:7]([cH:8][cH:9][cH:10]1)[CH:6]([NH2:11])[CH2:5][CH2:4]2>>[Cl:1][c:2]1[c:3]2[c:7]([cH:8][cH:9][cH:10]1)[CH:6]([NH:11][C:16]1=[N:15][CH2:14][CH2:13][S:17]1)[CH2:5][CH2:4]2.